This data is from the Open Reaction Database (ORD), a public repository of structured organic reaction records. The task is: describe an organic reaction: reactants, conditions, products, and yield The reactants are C(C)(=O)C=1C=CC2=C(C(=NCC(N2CC)=O)C2=C(C=CC=C2)F)C1 (7-acetyl-1-ethyl-5-(o-fluorophenyl)-1,3-dihydro-2H-1,4-benzodiazepin-2-one), Cl.NO (hydroxylamine hydrochloride). The solvent is N1=CC=CC=C1 (pyridine), C(C)O (ethanol), C(Cl)Cl (methylene chloride). Conditions: time 4 hour. Product: C(C)N1C(CN=C(C2=C1C=CC(=C2)C(C)=NO)C2=C(C=CC=C2)F)=O (1-ethyl-5-(o-fluorophenyl)-1,3-dihydro-7-[1-(hydroxyimino)ethyl]-2H-1,4-benzodiazepin-2-one). As a reaction SMILES: [C:1]([C:4]1[CH:5]=[CH:6][C:7]2[N:13]([CH2:14][CH3:15])[C:12](=[O:16])[CH2:11][N:10]=[C:9]([C:17]3[CH:22]=[CH:21][CH:20]=[CH:19][C:18]=3[F:23])[C:8]=2[CH:24]=1)(=O)[CH3:2].Cl.[NH2:26][OH:27]>N1C=CC=CC=1.C(O)C.C(Cl)Cl>[CH2:14]([N:13]1[C:7]2[CH:6]=[CH:5][C:4]([C:1](=[N:26][OH:27])[CH3:2])=[CH:24][C:8]=2[C:9]([C:17]2[CH:22]=[CH:21][CH:20]=[CH:19][C:18]=2[F:23])=[N:10][CH2:11][C:12]1=[O:16])[CH3:15] |f:1.2|. Reported procedure: A solution of 13.0 g (40.1 mmol) of 7-acetyl-1-ethyl-5-(o-fluorophenyl)-1,3-dihydro-2H-1,4-benzodiazepin-2-one and 13.0 g of hydroxylamine hydrochloride in 65 ml of pyridine and 65 ml of ethanol is left to stand at room temperature for 4 hours. The mixture is taken up in methylene chloride, washed with 2 N hydrochloric acid and water, dried and evaporated. Traces of pyridine are removed by azeotropic evaporation with toluene. The residue gives, from methylene chloride/hexane, 1-ethyl-5-(o-fluoro... Starting materials: COc1ccc(CN(Cc2ccc(OC)cc2)c2nc(C)nc(-c3cc(C(C)O)cnc3Nc3cnc(OC)c(F)c3)n2)cc1, Cc1ccccc1, CCOC(C)=O, C1CCC2=NCCCN2CC1, [N-]=[N+]=NP(=O)(Oc1ccccc1)Oc1ccccc1. Reaction SMILES: [CH3:1][O:2][c:3]1[cH:4][cH:5][c:6]([CH2:7][N:8]([c:9]2[n:10][c:11](-[c:16]3[cH:17][c:18]([CH:32]([CH3:33])[OH:34])[cH:19][n:20][c:21]3[NH:22][c:23]3[cH:24][n:25][c:26]([O:30][CH3:31])[c:27]([F:29])[cH:28]3)[n:12][c:13]([CH3:15])[n:14]2)[CH2:35][c:36]2[cH:37][cH:38][c:39]([O:42][CH3:43])[cH:40][cH:41]2)[cH:44][cH:45]1.[CH3:76][c:77]1[cH:78][cH:79][cH:80][cH:81][cH:82]1.[CH3:83][CH2:84][O:85][C:86]([CH3:87])=[O:88].[N:65]12[CH2:66][CH2:67][CH2:68][N:69]=[C:70]1[CH2:71][CH2:72][CH2:73][CH2:74][CH2:75]2.[P:46]([O:47][c:48]1[cH:49][cH:50][cH:51][cH:52][cH:53]1)([O:54][c:55]1[cH:56][cH:57][cH:58][cH:59][cH:60]1)(=[O:61])[N:62]=[N+:63]=[N-:64]>>[CH3:1][O:2][c:3]1[cH:4][cH:5][c:6]([CH2:7][N:8]([c:9]2[n:10][c:11](-[c:16]3[cH:17][c:18]([CH:32]([CH3:33])[N:62]=[N+:63]=[N-:64])[cH:19][n:20][c:21]3[NH:22][c:23]3[cH:24][n:25][c:26]([O:30][CH3:31])[c:27]([F:29])[cH:28]3)[n:12][c:13]([CH3:15])[n:14]2)[CH2:35][c:36]2[cH:37][cH:38][c:39]([O:42][CH3:43])[cH:40][cH:41]2)[cH:44][cH:45]1. The product is COc1ccc(CN(Cc2ccc(OC)cc2)c2nc(C)nc(-c3cc(C(C)N=[N+]=[N-])cnc3Nc3cnc(OC)c(F)c3)n2)cc1. The reactants are O1C(CN2CCC(CC2)C2=NOC3=C2C=CC(=C3)F)C1 (N-(2,3-epoxypropyl)-4-(6-fluoro-1,2-benzisoxazol-3-yl)piperidine), N1CCCC2=CC=CC=C12 (1,2,3,4-tetrahydroquinoline), C(\C=C\C(=O)O)(=O)O (fumaric acid). The solvent is C(C)(C)O (isopropyl alcohol), C(C)O (ethanol). Product: C(\C=C\C(=O)O)(=O)O.FC1=CC2=C(C(=NO2)C2CCN(CC2)CC(CN2CCCC3=CC=CC=C23)O)C=C1.FC1=CC2=C(C(=NO2)C2CCN(CC2)CC(CN2CCCC3=CC=CC=C23)O)C=C1 (N-[3-[4-(6-Fluoro-1,2-benzisoxazol-3-yl)-1-piperidinyl)-2-hydroxy-1-propyl]-1,2,3,4-tetrahydroquinoline hemifumarate). Reaction SMILES: [O:1]1[CH2:20][CH:2]1[CH2:3][N:4]1[CH2:9][CH2:8][CH:7]([C:10]2[C:14]3[CH:15]=[CH:16][C:17]([F:19])=[CH:18][C:13]=3[O:12][N:11]=2)[CH2:6][CH2:5]1.[NH:21]1[C:30]2[C:25](=[CH:26][CH:27]=[CH:28][CH:29]=2)[CH2:24][CH2:23][CH2:22]1.[C:31]([OH:38])(=[O:37])/[CH:32]=[CH:33]/[C:34]([OH:36])=[O:35]>C(O)(C)C.C(O)C>[C:31]([OH:38])(=[O:37])/[CH:32]=[CH:33]/[C:34]([OH:36])=[O:35].[F:19][C:17]1[CH:16]=[CH:15][C:14]2[C:10]([CH:7]3[CH2:8][CH2:9][N:4]([CH2:3][CH:2]([OH:1])[CH2:20][N:21]4[C:30]5[C:25](=[CH:26][CH:27]=[CH:28][CH:29]=5)[CH2:24][CH2:23][CH2:22]4)[CH2:5][CH2:6]3)=[N:11][O:12][C:13]=2[CH:18]=1.[F:19][C:17]1[CH:16]=[CH:15][C:14]2[C:10]([CH:7]3[CH2:8][CH2:9][N:4]([CH2:3][CH:2]([OH:1])[CH2:20][N:21]4[C:30]5[C:25](=[CH:26][CH:27]=[CH:28][CH:29]=5)[CH2:24][CH2:23][CH2:22]4)[CH2:5][CH2:6]3)=[N:11][O:12][C:13]=2[CH:18]=1 |f:5.6.7|. Reported procedure: A stirred mixture of N-(2,3-epoxypropyl)-4-(6-fluoro-1,2-benzisoxazol-3-yl)piperidine (2.41 g, 8.73 mmol), 1,2,3,4-tetrahydroquinoline (1.33 g, 10 mmol, in isopropyl alcohol (50 ml) was heated at reflux for 6 hours. The solution was cooled and the solvent was removed on a rotary evaporator. The crude solid was purified by flash chromatography over a silica gel column (SiO2, 40 g, eluted with methylene chloride DCM, and 1-3% MeOH in DCM). The product thus purified weighed 2.0 g. This material was... Starting materials: NC=CC (1-aminopropylene), C1(=CC=CC=C1)CC1CO1 (3-phenylpropyleneoxide). Solvent: CO (methanol). The product is C(C=C)NCC(CC1=CC=CC=C1)O (N-allyl-3-phenyl-2-hydroxypropylamine). Isolated yield 101.7%. As a reaction SMILES: [NH2:1][CH:2]=[CH:3][CH3:4].[C:5]1([CH2:11][CH:12]2[O:14][CH2:13]2)[CH:10]=[CH:9][CH:8]=[CH:7][CH:6]=1>CO>[CH2:2]([NH:1][CH2:13][CH:12]([OH:14])[CH2:11][C:5]1[CH:10]=[CH:9][CH:8]=[CH:7][CH:6]=1)[CH:3]=[CH2:4]. Procedure: A solution of 1-aminopropylene (10.6 grams, 0.186 mol) in methanol was added to a methanolic solution of 3-phenylpropyleneoxide (5.07 grams, 0.037 mol) and the mixture heated to reflux for 30 minutes. The mixture was allowed to warm to room temperature and concentrated in vacuo to yield 7.2 grams (99%) of N-allyl-3-phenyl-2-hydroxypropylamine. 1H NMR (CDCl3, dTMS) 7.24-7.18 (5H, m, Ar-H), 5.84 (1H, ddt, 3JHH =17.1 Hz, 3JHH =10.2 Hz, 3JHH =6 Hz, CH2CH), 5.2-5.0 (2H, m, CH=CH2), 3.86 (1H, m, CHOH)... The reactants are CC(C)=O, CC1(c2csc(COS(C)(=O)=O)n2)OCCO1, [K+], [K+], O=[N+]([O-])c1ccn[nH]1, N#N, O=C([O-])[O-], O. Product: CC1(c2csc(Cn3ccc([N+](=O)[O-])n3)n2)OCCO1. RXN SMILES: [CH3:34][C:35](=[O:36])[CH3:37].[CH3:3][C:4]1([c:9]2[n:10][c:11]([CH2:14][O:15][S:16]([CH3:17])(=[O:18])=[O:19])[s:12][cH:13]2)[O:5][CH2:6][CH2:7][O:8]1.[K+:28].[K+:29].[N+:20](=[O:21])([O-:22])[c:23]1[cH:24][cH:25][n:26][nH:27]1.[N:1]#[N:2].[O-:30][C:31]([O-:32])=[O:33].[OH2:38]>>[CH3:3][C:4]1([c:9]2[n:10][c:11]([CH2:14][n:26]3[cH:25][cH:24][c:23]([N+:20](=[O:21])[O-:22])[n:27]3)[s:12][cH:13]2)[O:5][CH2:6][CH2:7][O:8]1. Starting materials: C1(CCCCC1)N=C=NC1CCCCC1 (Dicyclohexylcarbodiimide), C(CCCCCC)OC1=CC=C(CN)C=C1 (p-heptyloxybenzylamine), C(C(O)CO)(=O)O (glyceric acid), ON1N=NC2=C1C=CC=C2 (1-hydroxybenzotriazole). Solvent: CN(C=O)C (N,N-dimethylformamide), C(C)(=O)OCC (ethyl acetate). Run at time 16 hour. Product: C(CCCCCC)OC1=CC=C(CNC(C(O)CO)=O)C=C1 (N-(p-heptyloxybenzyl)glyceramide). The yield is 28.6%. RXN SMILES: C1(N=C=NC2CCCCC2)CCCCC1.[CH2:16]([O:23][C:24]1[CH:31]=[CH:30][C:27]([CH2:28][NH2:29])=[CH:26][CH:25]=1)[CH2:17][CH2:18][CH2:19][CH2:20][CH2:21][CH3:22].[C:32](O)(=[O:37])[CH:33]([CH2:35][OH:36])[OH:34].ON1C2C=CC=CC=2N=N1>CN(C)C=O.C(OCC)(=O)C>[CH2:16]([O:23][C:24]1[CH:25]=[CH:26][C:27]([CH2:28][NH:29][C:35](=[O:36])[CH:33]([CH2:32][OH:37])[OH:34])=[CH:30][CH:31]=1)[CH2:17][CH2:18][CH2:19][CH2:20][CH2:21][CH3:22]. Procedure: Dicyclohexylcarbodiimide (160 mg) was added to a solution of 200 mg of p-heptyloxybenzylamine, 150 mg of glyceric acid (65% aqueous solution) and 110 mg of 1-hydroxybenzotriazole in 2 ml of N,N-dimethylformamide. The reaction mixture was stirred at room temperature for 16 hours, then diluted with ethyl acetate, washed in sequence with saturated aqueous solution of sodium hydrogen carbonate, water and saturated aqueous solution of sodium chloride, dried over anhydrous magnesium sulfate, and conce... Starting materials: C(C)OC(C(C)(OC1=CC=C(C=C1)OCCC=1N=C(OC1C)C1=CC=C(C=C1)C=1C=NC=NC1)C)=O (2-methyl-2-(4-{2-[5-methyl-2-(4-pyrimidin-5-yl-phenyl)-oxazol-4-yl]-ethoxy}-phenoxy)-propionic acid ethyl ester), [OH-].[Na+] (NaOH). Solvent: C(C)O (ethanol), C1CCOC1 (THF). Reaction conditions: temperature 55 celsius, time 1 hour. Yields the product CC(C(=O)O)(C)OC1=CC=C(C=C1)OCCC=1N=C(OC1C)C1=CC=C(C=C1)C=1C=NC=NC1 (2-Methyl-2-(4-{2-[5-methyl-2-(4-pyrimidin-5-yl-phenyl)-oxazol-4-yl]-ethoxy}-phenoxy)-propionic acid). As a reaction SMILES: C([O:3][C:4](=[O:36])[C:5]([CH3:35])([O:7][C:8]1[CH:13]=[CH:12][C:11]([O:14][CH2:15][CH2:16][C:17]2[N:18]=[C:19]([C:23]3[CH:28]=[CH:27][C:26]([C:29]4[CH:30]=[N:31][CH:32]=[N:33][CH:34]=4)=[CH:25][CH:24]=3)[O:20][C:21]=2[CH3:22])=[CH:10][CH:9]=1)[CH3:6])C.[OH-].[Na+]>C(O)C.C1COCC1>[CH3:35][C:5]([O:7][C:8]1[CH:13]=[CH:12][C:11]([O:14][CH2:15][CH2:16][C:17]2[N:18]=[C:19]([C:23]3[CH:24]=[CH:25][C:26]([C:29]4[CH:30]=[N:31][CH:32]=[N:33][CH:34]=4)=[CH:27][CH:28]=3)[O:20][C:21]=2[CH3:22])=[CH:10][CH:9]=1)([CH3:6])[C:4]([OH:36])=[O:3] |f:1.2|. Reported procedure: Under nitrogen, 2-methyl-2-(4-{2-[5-methyl-2-(4-pyrimidin-5-yl-phenyl)-oxazol-4-yl]-ethoxy}-phenoxy)-propionic acid ethyl ester (0.53 mmol) in ethanol (2.5 mL) and THF (2.5 mL) was treated with 2.0 N NaOH (2.0 mL). The reaction mixture was stirred at 55° C. for 1 h and concentrated in vacuo. The resulting slurry was suspended in ethyl acetate, acidified to pH 1 with 1 N HCl, and partitioned. The organic layer was washed with brine, dried (Na2SO4), and concentrated in vacuo to yield the desired p... The reactants are BrCC1CCC(O1)=O (4,5-dihydro-5-bromomethyl-(3H)-furanone), C[O-].[Na+] (sodium methylate), CO (methanol). The solvent is O (H2O). The product is COC(=O)CCCC1CO1 (4,5-epoxypentane carboxylic acid methyl ester). As a reaction SMILES: Br[CH2:2][CH:3]1[O:7][C:6](=[O:8])[CH2:5][CH2:4]1.[CH3:9][O-:10].[Na+].[CH3:12]O>O>[CH3:12][O:7][C:6]([CH2:5][CH2:4][CH2:3][CH:2]1[O:10][CH2:9]1)=[O:8] |f:1.2|. Procedure: 10.0 g 4,5-dihydro-5-bromomethyl-(3H)-furanone are refluxed with 3.0 g sodium methylate in 37 ml methanol for 5 hours. The solvent is eliminated in vacuum and the residue is dissolved in 20 ml H2O and then extracted with ether. The ethereal phase is dried through a molecular sieve and the ether eliminated in vacuum. The residue is distilled at 20 mm. 6.4 g 4,5-epoxypentane carboxylic acid methyl ester (boiling point at 20 mm, 85° C.) is obtained. The reactants are O=C([O-])[O-], N=C(c1ccccc1)c1ccccc1, CC(=O)[O-], CC(=O)[O-], CC(=O)[O-], Cl, [Cs+], [Cs+], NO, [Na+], O=S(=O)(Oc1cccc(C2CCCN(CC3COc4ccccc4O3)C2)c1)C(F)(F)F, C1CCOC1, [Pd+2]. Product: Nc1cccc(C2CCCN(CC3COc4ccccc4O3)C2)c1. As a reaction SMILES: [C:32](=[O:33])([O-:34])[O-:35].[C:38]([c:39]1[cH:40][cH:41][cH:42][cH:43][cH:44]1)([c:45]1[cH:46][cH:47][cH:48][cH:49][cH:50]1)=[NH:51].[C:65]([O-:66])(=[O:67])[CH3:68].[C:70]([O-:71])(=[O:72])[CH3:73].[CH3:53][C:54](=[O:55])[O-:56].[ClH:57].[Cs+:36].[Cs+:37].[NH2:58][OH:59].[Na+:52].[O:1]1[CH:2]([CH2:11][N:12]2[CH2:13][CH:14]([c:18]3[cH:19][c:20]([O:24][S:25]([C:26]([F:27])([F:28])[F:29])(=[O:30])=[O:31])[cH:21][cH:22][cH:23]3)[CH2:15][CH2:16][CH2:17]2)[CH2:3][O:4][c:5]2[c:6]1[cH:7][cH:8][cH:9][cH:10]2.[O:60]1[CH2:61][CH2:62][CH2:63][CH2:64]1.[Pd+2:69]>>[O:1]1[CH:2]([CH2:11][N:12]2[CH2:13][CH:14]([c:18]3[cH:19][c:20]([NH2:51])[cH:21][cH:22][cH:23]3)[CH2:15][CH2:16][CH2:17]2)[CH2:3][O:4][c:5]2[c:6]1[cH:7][cH:8][cH:9][cH:10]2.